From a dataset of the Open Reaction Database (ORD), a public repository of structured organic reaction records. describe an organic reaction: reactants, conditions, products, and yield Procedure details: To a solution of 2-(methylsulfanyl)pyrimidin-4(3H)-one (5.2 g) obtained in Step A in diethylene glycol dimethyl ether (50 mL) was added 1-methyl-1H-pyrazol-4-amine (4.1 g), the mixture was stirred overnight at 150° C., and the solvent was evaporated under reduced pressure. The residue was purified by silica gel column chromatography (ethyl acetate/methanol) to give the title compound (5.4 g). Product: CN1N=CC(=C1)NC1=NC=CC(N1)=O (2-((1-methyl-1H-pyrazol-4-yl)amino)pyrimidin-4 (3H)-one). The yield is 77.2%. Reactants: CSC1=NC=CC(N1)=O (2-(methylsulfanyl)pyrimidin-4 (3H)-one), CN1N=CC(=C1)N (1-methyl-1H-pyrazol-4-amine). Run at temperature 150 celsius, time 8 hour. Solvent: COCCOCCOC (diethylene glycol dimethyl ether). Reaction SMILES: CS[C:3]1[NH:8][C:7](=[O:9])[CH:6]=[CH:5][N:4]=1.[CH3:10][N:11]1[CH:15]=[C:14]([NH2:16])[CH:13]=[N:12]1>COCCOCCOC>[CH3:10][N:11]1[CH:15]=[C:14]([NH:16][C:3]2[NH:8][C:7](=[O:9])[CH:6]=[CH:5][N:4]=2)[CH:13]=[N:12]1. The reactants are CC(C(CSC)=O)(C)C (3,3-dimethyl-1-methylthio-2-butanone), Cl.NO (hydroxylamine hydrochloride), C([O-])([O-])=O.[Na+].[Na+] (sodium carbonate). The product is CC(C(CSC)=NO)(C)C (3,3-Dimethyl-1-methylthio-2-butanone oxime). Solvent: C(C)O (ethanol), O (water). Reported procedure: A solution of 20.4 g (0.14 mol) of 3,3-dimethyl-1-methylthio-2-butanone, 19.6 g (0.28 mol) of hydroxylamine hydrochloride and 14.8 g (0.14 mol) of anhydrous sodium carbonate in 140 ml of 95% ethanol and 80 ml of water was heated at reflux for 16 hr. The resulting nearly colorless solution was stripped of volatiles on a rotary evaporator to yield a two layered liquid residue. This residue was extracted with four portions of ethyl acetate. The organic extract was dried over magnesium sulfate, filt... RXN SMILES: [CH3:1][C:2]([CH3:9])([CH3:8])[C:3](=O)[CH2:4][S:5][CH3:6].Cl.[NH2:11][OH:12].C(=O)([O-])[O-].[Na+].[Na+]>C(O)C.O>[CH3:1][C:2]([CH3:9])([CH3:8])[C:3](=[N:11][OH:12])[CH2:4][S:5][CH3:6] |f:1.2,3.4.5|. Starting materials: BrCCCO (3-bromopropanol), C1(=CC=CC=C1)CC#N.ClC=1C=C(C=CC1Cl)CC#N (3,4-dichloro-phenylacetonitrile phenylacetonitrile), C1CCOC1 (THF), [H-].[Na+] (NaH), C1CCOC1 (THF), C1CCOC1 (THF). Solvent: C(=O)=O.CC(=O)C (dry ice acetone). Run at time 2 hour. Product: ClC=1C=C(C=CC1Cl)C(C#N)CCCOC1CCOCC1 (2-(3,4-Dichloro-phenyl)-5-(tetrahydro-pyran-4-yloxy)-pentanenitrile). As a reaction SMILES: [H-].[Na+].[C:3]1([CH2:9][C:10]#N)[CH:8]=[CH:7]C=CC=1.[Cl:12][C:13]1[CH:14]=[C:15]([CH2:20][C:21]#[N:22])[CH:16]=[CH:17][C:18]=1[Cl:19].Br[CH2:24][CH2:25][CH2:26][OH:27].C1C[O:31]CC1>C(=O)=O.CC(C)=O>[Cl:12][C:13]1[CH:14]=[C:15]([CH:20]([CH2:24][CH2:25][CH2:26][O:27][CH:3]2[CH2:8][CH2:7][O:31][CH2:10][CH2:9]2)[C:21]#[N:22])[CH:16]=[CH:17][C:18]=1[Cl:19] |f:0.1,2.3,6.7|. Reported procedure: To a suspension of NaH (7.6 g, 0.191 mol) in THF (90 mL) was added slowly a solution of 3,4-dichloro-phenylacetonitrile phenylacetonitrile (32.3 g, 0.174 mol) in dry THF (40 mL). The mixture was stirred at room temperature for 2 hours, then cooled in dry ice-acetone bath. A solution of THP protected 3-bromopropanol (42.6 g, 0.191 mol, 1.1 eq) in dry THF (50 mL) was added dropwise to this solution. After the addition was completed, the reaction was warmed to room temperature and stirred at room t... Reactants: S1C(SC=C1)=C(C(=O)OC(C)C)C(=O)OC(=O)OCC (Isopropyl 2-(1,3-dithiol-2-ylidene)-2-(ethoxycarbonyloxy-carbonyl)acetate), NC1=CC=CC=C1 (aniline). Solvent: C(Cl)Cl (methylene chloride). Conditions: time 24 hour. The product is S1C(SC=C1)=C(C(=O)OC(C)C)C(NC1=CC=CC=C1)=O (Isopropyl 2-(1,3-dithiol-2-ylidene)-2-(N-phenylcarbamoyl)acetate). As a reaction SMILES: [S:1]1[CH:5]=[CH:4][S:3][C:2]1=[C:6]([C:13]([O:15]C(OCC)=O)=O)[C:7]([O:9][CH:10]([CH3:12])[CH3:11])=[O:8].[NH2:21][C:22]1[CH:27]=[CH:26][CH:25]=[CH:24][CH:23]=1>C(Cl)Cl>[S:3]1[CH:4]=[CH:5][S:1][C:2]1=[C:6]([C:13](=[O:15])[NH:21][C:22]1[CH:27]=[CH:26][CH:25]=[CH:24][CH:23]=1)[C:7]([O:9][CH:10]([CH3:11])[CH3:12])=[O:8]. Procedure details: Isopropyl 2-(1,3-dithiol-2-ylidene)-2-(ethoxycarbonyloxy-carbonyl)acetate (12.72 g) and aniline (3.73 g) were dissolved in methylene chloride (100 ml). The mixture was stirred at room temperature for 24 hrs. The reaction mixture was washed with aqueous sodium hydroxide solution, dil-HCl and then water. The methylene chloride layer was dried and the solvent was distilled. The resultant residue was recrystallized from ethyl acetate to obtain the pure product. (11.3 g, 88.0%) The reactants are NC=1C(=CC=C2C=CC=NC12)C(CC)O (1-(8-amino-quinolin-7-yl)-propan-1-ol). Reagents/catalysts: O=[Mn]=O (MnO2). The solvent is C(Cl)Cl (DCM). Yields the product NC=1C(=CC=C2C=CC=NC12)C(CC)=O (1-(8-Amino-quinolin-7-yl)-propan-1-one). Isolated yield 80.7%. RXN SMILES: [NH2:1][C:2]1[C:3]([CH:12]([OH:15])[CH2:13][CH3:14])=[CH:4][CH:5]=[C:6]2[C:11]=1[N:10]=[CH:9][CH:8]=[CH:7]2>O=[Mn]=O.C(Cl)Cl>[NH2:1][C:2]1[C:3]([C:12](=[O:15])[CH2:13][CH3:14])=[CH:4][CH:5]=[C:6]2[C:11]=1[N:10]=[CH:9][CH:8]=[CH:7]2. Procedure details: In a similar fashion using route 27 general procedure 68, 1-(8-amino-quinolin-7-yl)-propan-1-ol 408 (1.0 g, 4.95 mmol), MnO2 powder (4.3 g, 49.5 mmol) and DCM (10 ml) gave the title compound (800 mg, 80%) which was used in the next step without further purification. Reactants: COC(=O)c1cc(Br)cn1Cc1ccc(Cl)cc1, CCOC(C)=O, [Na+], [Na+], O=C([O-])[O-], CN(C)C=O, O, [Pd], OB(O)Oc1ccccc1, c1ccc(P(c2ccccc2)c2ccccc2)cc1, c1ccc(P(c2ccccc2)c2ccccc2)cc1, c1ccc(P(c2ccccc2)c2ccccc2)cc1, c1ccc(P(c2ccccc2)c2ccccc2)cc1. Yields the product COC(=O)c1cc(-c2ccccc2)cn1Cc1ccc(Cl)cc1. RXN SMILES: [Br:1][c:2]1[cH:3][c:4]([C:15](=[O:16])[O:17][CH3:18])[n:5]([CH2:7][c:8]2[cH:9][cH:10][c:11]([Cl:14])[cH:12][cH:13]2)[cH:6]1.[CH3:118][CH2:119][O:120][C:121](=[O:122])[CH3:123].[Na+:34].[Na+:35].[O-:36][C:37](=[O:38])[O-:39].[O:19]=[CH:20][N:21]([CH3:22])[CH3:23].[OH2:117].[Pd:40].[c:24]1([O:30][B:31]([OH:32])[OH:33])[cH:25][cH:26][cH:27][cH:28][cH:29]1.[c:41]1([P:42]([c:43]2[cH:44][cH:45][cH:46][cH:47][cH:48]2)[c:49]2[cH:50][cH:51][cH:52][cH:53][cH:54]2)[cH:55][cH:56][cH:57][cH:58][cH:59]1.[c:60]1([P:61]([c:62]2[cH:63][cH:64][cH:65][cH:66][cH:67]2)[c:68]2[cH:69][cH:70][cH:71][cH:72][cH:73]2)[cH:74][cH:75][cH:76][cH:77][cH:78]1.[c:79]1([P:80]([c:81]2[cH:82][cH:83][cH:84][cH:85][cH:86]2)[c:87]2[cH:88][cH:89][cH:90][cH:91][cH:92]2)[cH:93][cH:94][cH:95][cH:96][cH:97]1.[c:98]1([P:99]([c:100]2[cH:101][cH:102][cH:103][cH:104][cH:105]2)[c:106]2[cH:107][cH:108][cH:109][cH:110][cH:111]2)[cH:112][cH:113][cH:114][cH:115][cH:116]1>>[c:2]1(-[c:24]2[cH:25][cH:26][cH:27][cH:28][cH:29]2)[cH:3][c:4]([C:15](=[O:16])[O:17][CH3:18])[n:5]([CH2:7][c:8]2[cH:9][cH:10][c:11]([Cl:14])[cH:12][cH:13]2)[cH:6]1. Starting materials: S(=O)(Cl)Cl (thionyl chloride), CN(C=O)C (dimethylformamide), ClC1=C(C(=O)O)C=CC(=C1)I (2-chloro-4-iodo-benzoic acid). Solvent: C1=CC=CC=C1 (benzene). The product is ClC1=C(C(=O)Cl)C=CC(=C1)I (2-chloro-4-iodo-benzoyl chloride). The yield is 74.0%. As a reaction SMILES: [Cl:1][C:2]1[CH:10]=[C:9]([I:11])[CH:8]=[CH:7][C:3]=1[C:4](O)=[O:5].S(Cl)([Cl:14])=O.CN(C)C=O>C1C=CC=CC=1>[Cl:1][C:2]1[CH:10]=[C:9]([I:11])[CH:8]=[CH:7][C:3]=1[C:4]([Cl:14])=[O:5]. Procedure: A suspension of 66 g of 2-chloro-4-iodo-benzoic acid (I.G.Farbenind. D.R.P. 565411 1930) in 690 ml of benzene is treated at 4° C. with 20.56 ml of thionyl chloride and 0.1 ml of dimethylformamide and the mixture is boiled at reflux under argon for 21 hrs. The reaction mixture is concentrated. Distillation of the residue at 160°/60 Pa yields 51.9 g (74%) of 2-chloro-4-iodo-benzoyl chloride as a colourless liquid.